Task: describe an organic reaction: reactants, conditions, products, and yield. Dataset: the Open Reaction Database (ORD), a public repository of structured organic reaction records Reactants: S1SC(CC1)CCCCNC(NCCC(=O)OC)=O (methyl 3-{3-[4-(1,2-dithiolan-3-yl)butyl]ureido}propionate), [OH-].[Na+] (sodium hydroxide), CO (methanol), aqueous solution. Solvent: O1CCCC1 (tetrahydrofuran). Yields the product S1SC(CC1)CCCCNC(NCCC(=O)O)=O (3-{3-(4-(1,2-Dithiolan-3-yl)butyl]ureido}propionic acid). Yield: 63.8%. Reaction SMILES: [S:1]1[CH2:5][CH2:4][CH:3]([CH2:6][CH2:7][CH2:8][CH2:9][NH:10][C:11](=[O:19])[NH:12][CH2:13][CH2:14][C:15]([O:17]C)=[O:16])[S:2]1.CO.[OH-].[Na+]>O1CCCC1>[S:1]1[CH2:5][CH2:4][CH:3]([CH2:6][CH2:7][CH2:8][CH2:9][NH:10][C:11](=[O:19])[NH:12][CH2:13][CH2:14][C:15]([OH:17])=[O:16])[S:2]1 |f:2.3|. Procedure: The reaction was effected as described in Example 48, but using 115 mg of methyl 3-{3-[4-(1,2-dithiolan-3-yl)butyl]ureido}propionate (prepared as described in Example 54), 3 ml of methanol, 2 ml of tetrahydrofuran and 1.40 ml of a 1N aqueous solution of sodium hydroxide. The solvent was removed from the reaction mixture by distillation under reduced pressure. Water was added to the residue. The resulting mixture was neutralized by the addition of 2N aqueous hydrochloric acid, after which it was ... The reactants are N(C1=CC=CC=C1)C(CN(C1=CC=C(C(=O)O)C=C1)CC(NC1=CC=CC=C1)=O)=O (4-[bis(2-anilino-2-oxoethyl)amino]benzoic acid), C(CCl)Cl (EDC), C=1C=CC2=C(C1)N=NN2O (HOBt), C1(=C(C=CC=C1)N)N (phenylenediamine). Solvent: CCOC(=O)C (EtOAc), CN(C)C=O (DMF). Reaction conditions: time 12 hour. Product: NC1=C(C=CC=C1)NC(C1=CC=C(C=C1)N(CC(NC1=CC=CC=C1)=O)CC(=O)NC1=CC=CC=C1)=O (N-(2-aminophenyl)-4-[bis(2-anilino-2-oxoethyl)amino]benzamide). As a reaction SMILES: [NH:1]([C:8](=[O:30])[CH2:9][N:10]([CH2:20][C:21](=[O:29])[NH:22][C:23]1[CH:28]=[CH:27][CH:26]=[CH:25][CH:24]=1)[C:11]1[CH:19]=[CH:18][C:14]([C:15](O)=[O:16])=[CH:13][CH:12]=1)[C:2]1[CH:7]=[CH:6][CH:5]=[CH:4][CH:3]=1.C(Cl)CCl.[CH:35]1[CH:36]=[CH:37][C:38]2[N:43](O)N=[N:41][C:39]=2[CH:40]=1.C1(N)C=CC=CC=1N>CN(C=O)C.CCOC(C)=O>[NH2:41][C:39]1[CH:40]=[CH:35][CH:36]=[CH:37][C:38]=1[NH:43][C:15](=[O:16])[C:14]1[CH:18]=[CH:19][C:11]([N:10]([CH2:9][C:8]([NH:1][C:2]2[CH:3]=[CH:4][CH:5]=[CH:6][CH:7]=2)=[O:30])[CH2:20][C:21](=[O:29])[NH:22][C:23]2[CH:24]=[CH:25][CH:26]=[CH:27][CH:28]=2)=[CH:12][CH:13]=1. Procedure details: To a solution of 4-[bis(2-anilino-2-oxoethyl)amino]benzoic acid (20 mg, 0.050 mmol) in DMF was added EDC (28 mg, 0.149 mmol), HOBt (20 mg, 0.149 mmol) and phenylenediamine (27 mg, 0.248 mmol) and the reaction was allowed to stir at room temperature for 12 hours. The crude reaction mixture was diluted with EtOAc (25 mL) and then washed with sat.'d aq. NaHCO3 (1×10 mL). The organic layer was dried over MgSO4, filtered, and concentrated in vacuo. The crude residue was purified by reverse-phase chro... Starting materials: CCCCCCCCCCCCCCOc1ccc(CCN(C(C)=O)c2cccc(Cc3nccs3)c2)cc1, CI, Cc1ccccc1. Yields the product CCCCCCCCCCCCCCOc1ccc(CCN(C(C)=O)c2cccc(Cc3scc[n+]3C)c2)cc1, [I-]. Reaction SMILES: [CH2:1]([CH2:2][CH2:3][CH2:4][CH2:5][CH2:6][CH2:7][CH2:8][CH2:9][CH2:10][CH2:11][CH2:12][CH2:13][CH3:14])[O:15][c:16]1[cH:17][cH:18][c:19]([CH2:22][CH2:23][N:24]([C:25]([CH3:26])=[O:27])[c:28]2[cH:29][c:30]([CH2:34][c:35]3[s:36][cH:37][cH:38][n:39]3)[cH:31][cH:32][cH:33]2)[cH:20][cH:21]1.[CH3:40][I:41].[CH3:42][c:43]1[cH:44][cH:45][cH:46][cH:47][cH:48]1>>[CH2:1]([CH2:2][CH2:3][CH2:4][CH2:5][CH2:6][CH2:7][CH2:8][CH2:9][CH2:10][CH2:11][CH2:12][CH2:13][CH3:14])[O:15][c:16]1[cH:17][cH:18][c:19]([CH2:22][CH2:23][N:24]([C:25]([CH3:26])=[O:27])[c:28]2[cH:29][c:30]([CH2:34][c:35]3[s:36][cH:37][cH:38][n+:39]3[CH3:40])[cH:31][cH:32][cH:33]2)[cH:20][cH:21]1.[I-:41]. Reaction SMILES: [C:1]([CH3:2])([CH3:3])([CH3:4])[O:5][C:6]([NH:7][c:8]1[c:9]([N+:20](=[O:21])[O-:22])[cH:10][c:11]([I:19])[c:12]([O:14][C:15]([CH3:16])([CH3:17])[CH3:18])[cH:13]1)=[O:23].[F:24][c:25]1[c:26]([B:31]([OH:32])[OH:33])[cH:27][cH:28][cH:29][cH:30]1>>[C:1]([CH3:2])([CH3:3])([CH3:4])[O:5][C:6]([NH:7][c:8]1[c:9]([N+:20](=[O:21])[O-:22])[cH:10][c:11](-[c:26]2[c:25]([F:24])[cH:30][cH:29][cH:28][cH:27]2)[c:12]([O:14][C:15]([CH3:16])([CH3:17])[CH3:18])[cH:13]1)=[O:23]. Yields the product CC(C)(C)OC(=O)Nc1cc(OC(C)(C)C)c(-c2ccccc2F)cc1[N+](=O)[O-]. Reactants: CC(C)(C)OC(=O)Nc1cc(OC(C)(C)C)c(I)cc1[N+](=O)[O-], OB(O)c1ccccc1F.